From a dataset of the Open Reaction Database (ORD), a public repository of structured organic reaction records. describe an organic reaction: reactants, conditions, products, and yield The reactants are C1CCOC1, CCOC(C)=O, CC(C)C(CN=[N+]=[N-])NC(=O)OCc1ccccc1, O, c1ccc(P(c2ccccc2)c2ccccc2)cc1. The product is CC(C)C(CN)NC(=O)OCc1ccccc1. RXN SMILES: [CH2:46]1[O:47][CH2:48][CH2:49][CH2:50]1.[CH3:40][CH2:41][O:42][C:43](=[O:44])[CH3:45].[N:1](=[N+:2]=[N-:3])[CH2:4][CH:5]([CH:6]([CH3:7])[CH3:8])[NH:9][C:10]([O:11][CH2:12][c:13]1[cH:14][cH:15][cH:16][cH:17][cH:18]1)=[O:19].[OH2:39].[c:20]1([P:21]([c:22]2[cH:23][cH:24][cH:25][cH:26][cH:27]2)[c:28]2[cH:29][cH:30][cH:31][cH:32][cH:33]2)[cH:34][cH:35][cH:36][cH:37][cH:38]1>>[NH2:1][CH2:4][CH:5]([CH:6]([CH3:7])[CH3:8])[NH:9][C:10]([O:11][CH2:12][c:13]1[cH:14][cH:15][cH:16][cH:17][cH:18]1)=[O:19].